From a dataset of the Open Reaction Database (ORD), a public repository of structured organic reaction records. describe an organic reaction: reactants, conditions, products, and yield Starting materials: C(C)(=O)C1=CC=C(C=C1)S(=O)(=O)Cl (4-acetylbenzenesulfonyl chloride), C(C)(=O)C1=CC=C(C=C1)S(=O)(=O)[O-].[Na+] (sodium 4-acetylbenzenesulfonate), C(C)NCC (diethylamine). Reaction conditions: time 4 hour. Yields the product C(C)(=O)C1=CC=C(C=C1)S(=O)(=O)N(CC)CC (4-Acetyl-N,N-diethylbenzenesulfonamide). Reaction SMILES: [C:1]([C:4]1[CH:9]=[CH:8][C:7]([S:10](Cl)(=[O:12])=[O:11])=[CH:6][CH:5]=1)(=[O:3])[CH3:2].C(C1C=CC(S([O-])(=O)=O)=CC=1)(=O)C.[Na+].[CH2:28]([NH:30][CH2:31][CH3:32])[CH3:29]>>[C:1]([C:4]1[CH:9]=[CH:8][C:7]([S:10]([N:30]([CH2:31][CH3:32])[CH2:28][CH3:29])(=[O:12])=[O:11])=[CH:6][CH:5]=1)(=[O:3])[CH3:2] |f:1.2|. Procedure: The damp 4-acetylbenzenesulfonyl chloride from 100 g. of sodium 4-acetylbenzenesulfonate is added to a stirred solution of 500 ml. of 50% aqueous diethylamine. The mixture is stirred at room temperature for 4 hours, cooled, and the precipitated 4-acetyl-N,N-diethylbenzenesulfonamide removed fy filtration, washed with water and dried; m.p. 78°-79° C. after crystallization from 2-propanol. Starting materials: O=N[O-], Nc1ccc2cc(-c3ncc[nH]3)cnc2n1, [NH4+], [Na+], [OH-], O, O=S(=O)(O)O. Product: O=c1ccc2cc(-c3ncc[nH]3)cnc2[nH]1. As a reaction SMILES: [N:17](=[O:18])[O-:19].[NH2:1][c:2]1[n:3][c:4]2[n:5][cH:6][c:7](-[c:12]3[nH:13][cH:14][cH:15][n:16]3)[cH:8][c:9]2[cH:10][cH:11]1.[NH4+:21].[Na+:20].[OH-:22].[OH2:28].[S:23](=[O:24])(=[O:25])([OH:26])[OH:27]>>[c:2]1(=[O:18])[nH:3][c:4]2[n:5][cH:6][c:7](-[c:12]3[n:13][cH:14][cH:15][nH:16]3)[cH:8][c:9]2[cH:10][cH:11]1. The reactants are BrC1=CC=C(C=C1)I (1-bromo-4-iodobenzene), N1CCC(CC1)OC1=CC=NC=C1 (4-(piperidin-4-yloxy)pyridine), C1(=CC=CC=C1)P(C1=CC=CC=2C(C3=CC=CC(=C3OC12)P(C1=CC=CC=C1)C1=CC=CC=C1)(C)C)C1=CC=CC=C1 (4,5-bis(diphenylphosphino)-9,9-dimethylxanthene), CC(C)([O-])C.[Na+] (sodium tert-butoxide). Reagents/catalysts: C=1C=CC(=CC1)/C=C/C(=O)/C=C/C2=CC=CC=C2.C=1C=CC(=CC1)/C=C/C(=O)/C=C/C2=CC=CC=C2.C=1C=CC(=CC1)/C=C/C(=O)/C=C/C2=CC=CC=C2.[Pd].[Pd] (tris(dibenzylideneacetone)dipalladium(0)). Run in C1(=CC=CC=C1)C (toluene), C(C)(=O)OCC (Ethyl acetate). Reaction conditions: temperature 110 celsius. Yields the product BrC1=CC=C(C=C1)N1CCC(CC1)OC1=CC=NC=C1 (4-[1-(4-bromophenyl)piperidin-4-yloxy]pyridine). Isolated yield 50.9%. As a reaction SMILES: [Br:1][C:2]1[CH:7]=[CH:6][C:5](I)=[CH:4][CH:3]=1.[NH:9]1[CH2:14][CH2:13][CH:12]([O:15][C:16]2[CH:21]=[CH:20][N:19]=[CH:18][CH:17]=2)[CH2:11][CH2:10]1.C1(P(C2C=CC=CC=2)C2C3OC4C(=CC=CC=4P(C4C=CC=CC=4)C4C=CC=CC=4)C(C)(C)C=3C=CC=2)C=CC=CC=1.CC(C)([O-])C.[Na+]>C1(C)C=CC=CC=1.C1C=CC(/C=C/C(/C=C/C2C=CC=CC=2)=O)=CC=1.C1C=CC(/C=C/C(/C=C/C2C=CC=CC=2)=O)=CC=1.C1C=CC(/C=C/C(/C=C/C2C=CC=CC=2)=O)=CC=1.[Pd].[Pd].C(OCC)(=O)C>[Br:1][C:2]1[CH:7]=[CH:6][C:5]([N:19]2[CH2:20][CH2:21][CH:16]([O:15][C:12]3[CH:13]=[CH:14][N:9]=[CH:10][CH:11]=3)[CH2:17][CH2:18]2)=[CH:4][CH:3]=1 |f:3.4,6.7.8.9.10|. Reported procedure: 2 g of 1-bromo-4-iodobenzene and 1.386 g of 4-(piperidin-4-yloxy)pyridine are placed in 35 ml of toluene and then 0.324 g of tris(dibenzylideneacetone)dipalladium(0), 0.245 g of 4,5-bis(diphenylphosphino)-9,9-dimethylxanthene and 1.019 g of sodium tert-butoxide are added. The reaction medium is heated at 110° C. for 18 h. Ethyl acetate is subsequently added and the mixture is washed twice with water and once with a saturated aqueous sodium chloride solution. The organic phase is dried over magne... Starting materials: CCCCCCCCCCCC(=O)[O-], CCCCCCCCCCCC(=O)[O-], CCCC[Sn+2]CCCC, CCC(C)=O, Cc1ccc2cccc(O)c2n1, CCOC(=O)CN=C=O. Yields the product CCOC(=O)CNC(=O)Oc1cccc2ccc(C)nc12. As a reaction SMILES: [C:22]([O-:23])(=[O:24])[CH2:25][CH2:26][CH2:27][CH2:28][CH2:29][CH2:30][CH2:31][CH2:32][CH2:33][CH2:34][CH3:35].[C:36]([O-:37])(=[O:38])[CH2:39][CH2:40][CH2:41][CH2:42][CH2:43][CH2:44][CH2:45][CH2:46][CH2:47][CH2:48][CH3:49].[CH2:50]([Sn+2:51][CH2:52][CH2:53][CH2:54][CH3:55])[CH2:56][CH2:57][CH3:58].[CH2:59]([C:60]([CH3:61])=[O:62])[CH3:63].[CH3:1][c:2]1[n:3][c:4]2[c:5]([OH:12])[cH:6][cH:7][cH:8][c:9]2[cH:10][cH:11]1.[N:13](=[C:14]=[O:15])[CH2:16][C:17](=[O:18])[O:19][CH2:20][CH3:21]>>[CH3:1][c:2]1[n:3][c:4]2[c:5]([O:12][C:14]([NH:13][CH2:16][C:17](=[O:18])[O:19][CH2:20][CH3:21])=[O:15])[cH:6][cH:7][cH:8][c:9]2[cH:10][cH:11]1. Starting materials: solution, C(CCC)[Li] (n-butyllithium), [I-].C[S+](C)C (trimethylsulfonium iodide), C(C1CO1)OCC1=CC=CC=C1 (Benzyl glycidyl ether), O (Water). Run in CCCCCC (hexane), O1CCCC1 (tetrahydrofuran). Reaction conditions: time 30 minute. Product: C(C1=CC=CC=C1)OCC(C=C)O (1-benzyloxy-3-buten-2-ol). Reaction SMILES: [CH2:1]([Li])CCC.[I-].C[S+](C)C.[CH2:11]([O:15][CH2:16][C:17]1[CH:22]=[CH:21][CH:20]=[CH:19][CH:18]=1)[CH:12]1[O:14][CH2:13]1.O>CCCCCC.O1CCCC1>[CH2:16]([O:15][CH2:11][CH:12]([OH:14])[CH:13]=[CH2:1])[C:17]1[CH:22]=[CH:21][CH:20]=[CH:19][CH:18]=1 |f:1.2|. Procedure: A 2.64 M solution of n-butyllithium in hexane (35.7 mL) was added to a solution of trimethylsulfonium iodide (19.9 g) in tetrahydrofuran (300 mL) at −25° C. The mixture was stirred at the same temperature for 30 minutes. Benzyl glycidyl ether (5.00 mL) was added to the reaction solution at the same temperature, and then the mixture was warmed to room temperature over two hours and 50 minutes. Water was added to the reaction solution, followed by extraction with diethyl ether. The organic layer w...